Dataset: the Open Reaction Database (ORD), a public repository of structured organic reaction records. Task: describe an organic reaction: reactants, conditions, products, and yield Starting materials: O=CCCC(=O)O (4-oxobutyric acid), N1CCCCC1 (piperidine). The solvent is C1=CC=CC=C1 (benzene). Conditions: time 1 hour. The product is [NH2+]1CCCCC1 (piperidinium), O=CCCC(=O)[O-] (4-oxobutyrate). RXN SMILES: [O:1]=[CH:2][CH2:3][CH2:4][C:5]([OH:7])=[O:6].[NH:8]1[CH2:13][CH2:12][CH2:11][CH2:10][CH2:9]1>C1C=CC=CC=1>[NH2+:8]1[CH2:13][CH2:12][CH2:11][CH2:10][CH2:9]1.[O:1]=[CH:2][CH2:3][CH2:4][C:5]([O-:7])=[O:6]. Procedure: 100 Mg. of 4-(8-methoxy-6,11-dihydrodibenzo-[b.e.]-thiepin-11-one-3-yl)-4-oxobutyric acid in 10 ml. of benzene is treated with 60 mg. of piperidine. The solution obtained is allowed to stand for one hour and the crystalline material which forms is filtered, washed with ether and air dried to yield piperidinium 4-(8-methoxy-6,11-dihydrodibenzo-[b.e.]-thiepin-11-one-3-yl)-4-oxobutyrate.